This data is from the Open Reaction Database (ORD), a public repository of structured organic reaction records. The task is: describe an organic reaction: reactants, conditions, products, and yield Reactants: [Li]CCCC, CN(C)C=O, C1CCOC1, c1ccc(Sc2cccs2)cc1. Yields the product O=Cc1ccc(Sc2ccccc2)s1. Reaction SMILES: [CH2:13]([Li:14])[CH2:15][CH2:16][CH3:17].[CH3:18][N:19]([CH:20]=[O:21])[CH3:22].[O:23]1[CH2:24][CH2:25][CH2:26][CH2:27]1.[c:1]1([S:7][c:8]2[s:9][cH:10][cH:11][cH:12]2)[cH:2][cH:3][cH:4][cH:5][cH:6]1>>[c:1]1([S:7][c:8]2[s:9][c:10]([CH:20]=[O:21])[cH:11][cH:12]2)[cH:2][cH:3][cH:4][cH:5][cH:6]1. As a reaction SMILES: C1O[C:4]2([CH2:9][CH2:8][CH:7]([NH:10][C:11]3[C:16](Cl)=[C:15]([CH2:18][CH3:19])[N:14]=[CH:13][N:12]=3)[CH2:6][CH2:5]2)[O:3]C1.[ClH:21]>O1CCCC1.C1(C)C=CC=CC=1>[Cl:21][C:11]1([NH:10][CH:7]2[CH2:8][CH2:9][C:4](=[O:3])[CH2:5][CH2:6]2)[CH:16]=[C:15]([CH2:18][CH3:19])[N:14]=[CH:13][NH:12]1. Run in C1(=CC=CC=C1)C (toluene), O1CCCC1 (tetrahydrofuran). Procedure details: 70 g (0.235 mol) of 4-(5-chloro-6-ethylpyrimidin-4-ylamino) cyclohexanone ethylene ketal (starting material for Example C) were stirred at 50° C. for 8 hours in a mixture of 250 ml of tetrahydrofuran and 250 ml of 2N hydrochloric acid. For work-up, the mixture was diluted with 250 ml of toluene, and the organic phase was extracted by stirring with sodium carbonate solution and water. Stripping off the solvent mixture gave 53.4 g (90% of theory) of product, which can be reacted without further pu... Reactants: C1COC2(CCC(CC2)NC2=NC=NC(=C2Cl)CC)O1 (4-(5-chloro-6-ethylpyrimidin-4-ylamino) cyclohexanone ethylene ketal), Cl (hydrochloric acid). Product: ClC1(NC=NC(=C1)CC)NC1CCC(CC1)=O (4-(4-chloro-6-ethylpyrimidin-4-ylamino)-cyclohexanone). Reactants: NC=1NC2=C(N1)C=CC=C2 (2-aminobenzimidazole), FC1=CC=C(CBr)C=C1 (4-fluorobenzyl bromide). Yields the product FC1=CC=C(CN2C(N(C3=C2C=CC=C3)CC3=CC=C(C=C3)F)=N)C=C1 (1,3-Bis(4-fluorobenzyl)-1,3-dihydrobenzoimidazol-2-ylideneamine). As a reaction SMILES: [NH2:1][C:2]1[NH:3][C:4]2[CH:10]=[CH:9][CH:8]=[CH:7][C:5]=2[N:6]=1.[F:11][C:12]1[CH:19]=[CH:18][C:15]([CH2:16]Br)=[CH:14][CH:13]=1>>[F:11][C:12]1[CH:19]=[CH:18][C:15]([CH2:16][N:3]2[C:4]3[CH:10]=[CH:9][CH:8]=[CH:7][C:5]=3[N:6]([CH2:16][C:15]3[CH:18]=[CH:19][C:12]([F:11])=[CH:13][CH:14]=3)[C:2]2=[NH:1])=[CH:14][CH:13]=1. Reported procedure: The title compound was prepared from 2-aminobenzimidazole and 4-fluorobenzyl bromide by Procedure A. The product was isolated by preparative LCMS to give the title compound as the free base (white solid, mp 148-150° C.). MS(ES+) m/z 351 ([M+1]+, 100). 1NMR (DMSO-d6) δ 5.07 (s, 4H), 5.75 (br s, 1H), 6.78-6.91 (m, 4H), 7.12-7.18 (m, 4H), 7.30-7.42 (m, 4H). The reactants are ClC=1C=CC(=C(C(=O)O)C1)COC1=C(C=CC=C1F)F (5-Chloro-2-[(2,6-difluorophenoxy)methyl]benzoic acid), Cl.N[C@@H](C)C1=CC=C(C(=O)OC)C=C1 (Methyl 4-[(1S)-1-aminoethyl]benzoate hydrochloride). Yields the product ClC=1C=CC(=C(C(=O)N[C@@H](C)C2=CC=C(C(=O)OC)C=C2)C1)COC1=C(C=CC=C1F)F (Methyl 4-[(1S)-1-({5-chloro-2-[(2,6-difluorophenoxy)methyl]benzoyl}amino)ethyl]benzoate). Reaction SMILES: [Cl:1][C:2]1[CH:3]=[CH:4][C:5]([CH2:11][O:12][C:13]2[C:18]([F:19])=[CH:17][CH:16]=[CH:15][C:14]=2[F:20])=[C:6]([CH:10]=1)[C:7]([OH:9])=O.Cl.[NH2:22][C@H:23]([C:25]1[CH:34]=[CH:33][C:28]([C:29]([O:31][CH3:32])=[O:30])=[CH:27][CH:26]=1)[CH3:24]>>[Cl:1][C:2]1[CH:3]=[CH:4][C:5]([CH2:11][O:12][C:13]2[C:18]([F:19])=[CH:17][CH:16]=[CH:15][C:14]=2[F:20])=[C:6]([CH:10]=1)[C:7]([NH:22][C@H:23]([C:25]1[CH:34]=[CH:33][C:28]([C:29]([O:31][CH3:32])=[O:30])=[CH:27][CH:26]=1)[CH3:24])=[O:9] |f:1.2|. Reported procedure: The title compound was prepared according to the procedure described in step 6 of Example 1 from 5-chloro-2-[(2,6-difluorophenoxy)methyl]benzoic acid (step 2) and methyl 4-[(1S)-1-aminoethyl]benzoate hydrochloride (step 5 of Example 1): The reactants are ClC=1C=C(C=CC1)C1=CC(N(C2=CC=C(C=C12)C(C=1N(C=NC1)C)(NCC1=CC=C(C=C1)OC)C=1C=NC(=CC1)Cl)CC1CC1)=O ((−)4-(3-chloro-phenyl)-6-[(6-chloro-pyridin-3-yl)-(4-methoxy-benzyl-amino)-(3-methyl-3H-imidazol-4-yl)-methyl]-1-cyclopropylmethyl-1H-quinolin-2-one), FC(C(=O)O)(F)F (trifluoroacetic acid). Run in ClCCl (dichloromethane). Yields the product NC(C=1C=C2C(=CC(N(C2=CC1)CC1CC1)=O)C1=CC(=CC=C1)Cl)(C=1N(C=NC1)C)C=1C=NC(=CC1)Cl ((+)-6-[Amino-(6-Chloro-Pyridin-3-yl)-(3-Methyl-3H-Imidazol-4-yl)-Methyl]-4-(3-Chloro-Phenyl)-1-Cyclopropylmethyl-1H-Quinolin-2-One). RXN SMILES: [Cl:1][C:2]1[CH:3]=[C:4]([C:8]2[C:17]3[C:12](=[CH:13][CH:14]=[C:15]([C:18]([C:35]4[CH:36]=[N:37][C:38]([Cl:41])=[CH:39][CH:40]=4)([NH:25]CC4C=CC(OC)=CC=4)[C:19]4[N:20]([CH3:24])[CH:21]=[N:22][CH:23]=4)[CH:16]=3)[N:11]([CH2:42][CH:43]3[CH2:45][CH2:44]3)[C:10](=[O:46])[CH:9]=2)[CH:5]=[CH:6][CH:7]=1.FC(F)(F)C(O)=O>ClCCl>[NH2:25][C:18]([C:35]1[CH:36]=[N:37][C:38]([Cl:41])=[CH:39][CH:40]=1)([C:19]1[N:20]([CH3:24])[CH:21]=[N:22][CH:23]=1)[C:15]1[CH:16]=[C:17]2[C:12](=[CH:13][CH:14]=1)[N:11]([CH2:42][CH:43]1[CH2:44][CH2:45]1)[C:10](=[O:46])[CH:9]=[C:8]2[C:4]1[CH:5]=[CH:6][CH:7]=[C:2]([Cl:1])[CH:3]=1. Reported procedure: To a solution of the title compound of Example 48 (the slower moving enantiomer), (−)4-(3-chloro-phenyl)-6-[(6-chloro-pyridin-3-yl)-(4-methoxy-benzyl-amino)-(3-methyl-3H-imidazol-4-yl)-methyl]-1-cyclopropylmethyl-1H-quinolin-2-one (1.07 g, 1.64 mmol) in dichloromethane (6.5 ml) was added trifluoroacetic acid (TFA, 6.5 ml) slowly at 0° C. The reaction mixture was stirred at ambient temperature for 80 minutes after which time it was diluted with DCM (10 ml) and was poured into a chilled aqueous so... Starting materials: CCN(C(C)C)C(C)C, COC(=O)Cl, ClCCl, CC(C)N1C(=O)Cc2cc(N3CC(CN)OC3=O)cc(F)c21. Yields the product COC(=O)NCC1CN(c2cc(F)c3c(c2)CC(=O)N3C(C)C)C(=O)O1. Reaction SMILES: [CH:28]([N:29]([CH:30]([CH3:31])[CH3:32])[CH2:33][CH3:34])([CH3:35])[CH3:36].[Cl:1][C:2](=[O:3])[O:4][CH3:5].[Cl:37][CH2:38][Cl:39].[NH2:6][CH2:7][CH:8]1[CH2:9][N:10]([c:14]2[cH:15][c:16]3[c:20]([c:21]([F:23])[cH:22]2)[N:19]([CH:24]([CH3:25])[CH3:26])[C:18](=[O:27])[CH2:17]3)[C:11](=[O:13])[O:12]1>>[C:2](=[O:3])([O:4][CH3:5])[NH:6][CH2:7][CH:8]1[CH2:9][N:10]([c:14]2[cH:15][c:16]3[c:20]([c:21]([F:23])[cH:22]2)[N:19]([CH:24]([CH3:25])[CH3:26])[C:18](=[O:27])[CH2:17]3)[C:11](=[O:13])[O:12]1. Starting materials: Cc1cc(C(F)(F)F)c([N+](=O)[O-])cc1[N+](=O)[O-], CN(C)C=O. The product is CN(C)C=Cc1cc(C(F)(F)F)c([N+](=O)[O-])cc1[N+](=O)[O-]. RXN SMILES: [CH3:1][c:2]1[c:3]([N+:15](=[O:16])[O-:17])[cH:4][c:5]([N+:12](=[O:13])[O-:14])[c:6]([C:8]([F:9])([F:10])[F:11])[cH:7]1.[O:18]=[CH:19][N:20]([CH3:21])[CH3:22]>>[CH:1]([c:2]1[c:3]([N+:15](=[O:16])[O-:17])[cH:4][c:5]([N+:12](=[O:13])[O-:14])[c:6]([C:8]([F:9])([F:10])[F:11])[cH:7]1)=[CH:19][N:20]([CH3:21])[CH3:22].